describe an organic reaction: reactants, conditions, products, and yield From a dataset of the Open Reaction Database (ORD), a public repository of structured organic reaction records. Starting materials: C1(=CC=CC=C1)C1CCNCC1 (4-phenylpiperidine), C(C)(C)(C)OC(=O)N1CC(CC1)=O (3-oxo-pyrrolidine-1-carboxylic acid tert-butyl ester), [BH-](OC(=O)C)(OC(=O)C)OC(=O)C.[Na+] (NaBH(OAc)3). Run in CO (MeOH). Conditions: time 16 hour. Yields the product C(C)(C)(C)OC(=O)N1CC(CC1)N1CCC(CC1)C1=CC=CC=C1 (3-(4-phenyl-piperidin-1-yl)-pyrrolidine-1-carboxylic acid tert-butyl ester). Isolated yield 99.3%. Reaction SMILES: [C:1]1([CH:7]2[CH2:12][CH2:11][NH:10][CH2:9][CH2:8]2)[CH:6]=[CH:5][CH:4]=[CH:3][CH:2]=1.[C:13]([O:17][C:18]([N:20]1[CH2:24][CH2:23][C:22](=O)[CH2:21]1)=[O:19])([CH3:16])([CH3:15])[CH3:14].[BH-](OC(C)=O)(OC(C)=O)OC(C)=O.[Na+]>CO>[C:13]([O:17][C:18]([N:20]1[CH2:24][CH2:23][CH:22]([N:10]2[CH2:9][CH2:8][CH:7]([C:1]3[CH:6]=[CH:5][CH:4]=[CH:3][CH:2]=3)[CH2:12][CH2:11]2)[CH2:21]1)=[O:19])([CH3:16])([CH3:14])[CH3:15] |f:2.3|. Reported procedure: To a suspension of 4-phenylpiperidine (2.12 g, 13.1 mmol) and 3-oxo-pyrrolidine-1-carboxylic acid tert-butyl ester (2.43 g, 13.1 mmol) in MeOH (60 mL) was added NaBH(OAc)3 (8.32 g, 39.3 mmol) and the reaction mixture was stirred at ambient temperature for about 16 h. The reaction mixture was concentrated in vacuo. The residue was dissolved in DCM (50 mL) and stirred with saturated aqueous NaHCO3 (50 mL) for about 1 h. The organic portion was separated, dried over MgSO4, filtered, and concentrate... The reactants are CC1=C(C=NN1C1=CC=C(C=C1)C(F)(F)F)C(=O)N (5-methyl-1-[4-(trifluoromethyl)phenyl]-1H-pyrazole-4-carboxamide), BrC=1C=C(C(=NC1)C=1CCOCC1)C (5-bromo-2-(3,6-dihydro-2H-pyran-4-yl)-3-methylpyridine), P(=O)([O-])([O-])[O-].[K+].[K+].[K+] (tripotassium phosphate). The reagents and catalysts are C(C)(C)(C)P(C1=C(C(=C(C(=C1C)C)C)C)C1=C(C=C(C=C1C(C)C)C(C)C)C(C)C)C(C)(C)C (2-(di-tert-butylphosphino)-3,4,5,6-tetramethyl-2′,4′,6′-triisopropyl-1,1′-biphenyl), C=1C=CC(=CC1)/C=C/C(=O)/C=C/C2=CC=CC=C2.C=1C=CC(=CC1)/C=C/C(=O)/C=C/C2=CC=CC=C2.C=1C=CC(=CC1)/C=C/C(=O)/C=C/C2=CC=CC=C2.[Pd].[Pd] (tris(dibenzylideneacetone)dipalladium). The solvent is C(C)(C)(C)O (tert-butanol), C(Cl)(Cl)Cl (chloroform). Reaction conditions: temperature 110 celsius. The product is O1CCC(=CC1)C1=C(C=C(C=N1)NC(=O)C=1C=NN(C1C)C1=CC=C(C=C1)C(F)(F)F)C (N-[6-(3,6-Dihydro-2H-pyran-4-yl)-5-methylpyridin-3-yl]-5-methyl-1-[4-(trifluoromethyl)-phenyl]-1H-pyrazole-4-carboxamide). The yield is 58.0%. RXN SMILES: [CH3:1][C:2]1[N:6]([C:7]2[CH:12]=[CH:11][C:10]([C:13]([F:16])([F:15])[F:14])=[CH:9][CH:8]=2)[N:5]=[CH:4][C:3]=1[C:17]([NH2:19])=[O:18].Br[C:21]1[CH:22]=[C:23]([CH3:33])[C:24]([C:27]2[CH2:28][CH2:29][O:30][CH2:31][CH:32]=2)=[N:25][CH:26]=1.P([O-])([O-])([O-])=O.[K+].[K+].[K+]>C(O)(C)(C)C.C(Cl)(Cl)Cl.C1C=CC(/C=C/C(/C=C/C2C=CC=CC=2)=O)=CC=1.C1C=CC(/C=C/C(/C=C/C2C=CC=CC=2)=O)=CC=1.C1C=CC(/C=C/C(/C=C/C2C=CC=CC=2)=O)=CC=1.[Pd].[Pd].C(P(C(C)(C)C)C1C(C)=C(C)C(C)=C(C)C=1C1C(C(C)C)=CC(C(C)C)=CC=1C(C)C)(C)(C)C>[O:30]1[CH2:31][CH:32]=[C:27]([C:24]2[N:25]=[CH:26][C:21]([NH:19][C:17]([C:3]3[CH:4]=[N:5][N:6]([C:7]4[CH:12]=[CH:11][C:10]([C:13]([F:16])([F:14])[F:15])=[CH:9][CH:8]=4)[C:2]=3[CH3:1])=[O:18])=[CH:22][C:23]=2[CH3:33])[CH2:28][CH2:29]1 |f:2.3.4.5,8.9.10.11.12|. Procedure details: A suspension of 5-methyl-1-[4-(trifluoromethyl)phenyl]-1H-pyrazole-4-carboxamide (212 mg), 5-bromo-2-(3,6-dihydro-2H-pyran-4-yl)-3-methylpyridine (200 mg) described in Reference Example 135, 2-(di-tert-butylphosphino)-3,4,5,6-tetramethyl-2′,4′,6′-triisopropyl-1,1′-biphenyl (19 mg), tris(dibenzylideneacetone)dipalladium (0) (7.2 mg) and tripotassium phosphate (200 mg) in tert-butanol (3 ml) was stirred at 110° C. After the reaction, the reaction solution was left stand, diluted with chloroform an... Reactants: ClC1=CC=C(C(=O)N(CCCCC(=O)O)CCCC)C=C1 (N-(p-chlorobenzoyl)-5-(n-butylamino)valeric acid), C(C1=CC=CC=C1)(C1=CC=CC=C1)NCCCCC(=O)OCC (ethyl 5-benzhydrylaminovalerate), [OH-].[K+] (potassium hydroxide). The solvent is C(C)O (ethanol). Conditions: time 12 hour. Product: ClC1=CC=C(C(=O)N(CCCCC(=O)N(CCCCC(=O)O)C(C2=CC=CC=C2)C2=CC=CC=C2)CCCC)C=C1 (N-[N-(p-chlorobenzoyl)-5-(n-butylamino)pentanoyl]-5-benzhydrylaminovaleric acid). Reaction SMILES: [Cl:1][C:2]1[CH:21]=[CH:20][C:5]([C:6]([N:8]([CH2:16][CH2:17][CH2:18][CH3:19])[CH2:9][CH2:10][CH2:11][CH2:12][C:13]([OH:15])=O)=[O:7])=[CH:4][CH:3]=1.[CH:22]([NH:35][CH2:36][CH2:37][CH2:38][CH2:39][C:40]([O:42]CC)=[O:41])([C:29]1[CH:34]=[CH:33][CH:32]=[CH:31][CH:30]=1)[C:23]1[CH:28]=[CH:27][CH:26]=[CH:25][CH:24]=1.[OH-].[K+]>C(O)C>[Cl:1][C:2]1[CH:3]=[CH:4][C:5]([C:6]([N:8]([CH2:16][CH2:17][CH2:18][CH3:19])[CH2:9][CH2:10][CH2:11][CH2:12][C:13]([N:35]([CH:22]([C:29]2[CH:34]=[CH:33][CH:32]=[CH:31][CH:30]=2)[C:23]2[CH:24]=[CH:25][CH:26]=[CH:27][CH:28]=2)[CH2:36][CH2:37][CH2:38][CH2:39][C:40]([OH:42])=[O:41])=[O:15])=[O:7])=[CH:20][CH:21]=1 |f:2.3|. Procedure: Analogously to Example 1, by using equivalent quantities, reacting N-(p-chlorobenzoyl)-5-(n-butylamino)valeric acid and ethyl 5-benzhydrylaminovalerate and suitable processing, dissolving the evaporation residue in ethanol, adding an ethanolic solution of potassium hydroxide, stirring for 12 hours at room temperature and further processing yields N-[N-(p-chlorobenzoyl)-5-(n-butylamino)pentanoyl]-5-benzhydrylaminovaleric acid. The reactants are ClC1=CC=C(C(=O)NCCCl)C=C1 (p-chloro-N-(2-chloroethyl)-benzamide), N1CCOCC1 (morpholine), N (ammonia). The solvent is O (water). Yields the product ClC1=CC=C(C(=O)NCCN2CCOCC2)C=C1 (p-chloro-N-(2-morpholinoethyl)-benzamide). Reaction SMILES: [Cl:1][C:2]1[CH:13]=[CH:12][C:5]([C:6]([NH:8][CH2:9][CH2:10]Cl)=[O:7])=[CH:4][CH:3]=1.[NH:14]1[CH2:19][CH2:18][O:17][CH2:16][CH2:15]1.N>O>[Cl:1][C:2]1[CH:13]=[CH:12][C:5]([C:6]([NH:8][CH2:9][CH2:10][N:14]2[CH2:19][CH2:18][O:17][CH2:16][CH2:15]2)=[O:7])=[CH:4][CH:3]=1. Procedure details: 5.45 G. of p-chloro-N-(2-chloroethyl)-benzamide and 8.7 g. of morpholine are stirred together for 2 hours at 100° C. The mixture is cooled to room temperature and 50 ml. of water are added. Then, the mixture is rendered basic with 10% ammonia solution and extracted three times with 50 ml. of methylene chloride each time. The methylene chloride extract is dried over sodium sulfate and evaporated. The residue is chromatographed over a silica gel column with a mixture of chloroform and ethanol. The... Reactants: solution, B(Br)(Br)Br (boron tribromide), COC=1C=C2C(CN(CC2=CC1)C=O)(C)C (6-methoxy-4,4-dimethyl-1,2,3,4-tetrahydro-isoquinoline-2-carbaldehyde), COC1N(CC(C2=CC=CC=C12)(C)C)C=O (Methoxy-4,4-dimethyl-1,2,3,4-tetrahydro-isoquinoline-2-carbaldehyde). The solvent is ClCCl (dichloromethane), ClCCl (dichloromethane). Run at time 3 hour. Product: OC=1C=C2C(CN(CC2=CC1)C=O)(C)C (6-Hydroxy-4,4-dimethyl-1,2,3,4-tetrahydro-isoquinoline-2-carbaldehyde), foam. The yield is 99.0%. As a reaction SMILES: C[O:2][C:3]1[CH:4]=[C:5]2[C:10](=[CH:11][CH:12]=1)[CH2:9][N:8]([CH:13]=[O:14])[CH2:7][C:6]2([CH3:16])[CH3:15].COC1C2C(=CC=CC=2)C(C)(C)CN1C=O.B(Br)(Br)Br>ClCCl>[OH:2][C:3]1[CH:4]=[C:5]2[C:10](=[CH:11][CH:12]=1)[CH2:9][N:8]([CH:13]=[O:14])[CH2:7][C:6]2([CH3:16])[CH3:15]. Procedure details: A stirred, cooled (−78° C.) solution of 6-methoxy-4,4-dimethyl-1,2,3,4-tetrahydro-isoquinoline-2-carbaldehyde (Intermediate 19, 3.26 g, 15 mmol) in anhydrous dichloromethane (15 mL) was treated with 1M solution of boron tribromide in dichloromethane (50 mL) stirred at ambient temperature for 3 h. It was then cooled again to 78° C. and quenched carefully with saturated aqueous sodium carbonate solution, diluted with water and the aqueous phase was extracted with ethyl acetate (×2). The combined o...